From a dataset of the Open Reaction Database (ORD), a public repository of structured organic reaction records. describe an organic reaction: reactants, conditions, products, and yield Reactants: CCOC(=O)c1cnc(C(C)(C)C)[nH]c1=O, CCO, [Na+], [OH-]. The product is CC(C)(C)c1ncc(C(=O)O)c(=O)[nH]1. RXN SMILES: [C:1]([CH3:2])([CH3:3])([CH3:4])[c:5]1[nH:6][c:7](=[O:16])[c:8]([C:11](=[O:12])[O:13][CH2:14][CH3:15])[cH:9][n:10]1.[CH3:19][CH2:20][OH:21].[Na+:18].[OH-:17]>>[C:1]([CH3:2])([CH3:3])([CH3:4])[c:5]1[nH:6][c:7](=[O:16])[c:8]([C:11](=[O:12])[OH:13])[cH:9][n:10]1. Starting materials: CNC1CC(CO)N(C(=O)OC(C)(C)C)C1, CCSC1=NC(=O)C(=Cc2ccc3c(cnn3Cc3ccc(C(F)(F)F)cc3C(F)(F)F)c2)S1. Product: CN(C1=NC(=O)C(=Cc2ccc3c(cnn3Cc3ccc(C(F)(F)F)cc3C(F)(F)F)c2)S1)C1CC(CO)N(C(=O)OC(C)(C)C)C1. Reaction SMILES: [C:35]([CH3:36])([CH3:37])([CH3:38])[O:39][C:40](=[O:41])[N:42]1[CH:43]([CH2:49][OH:50])[CH2:44][CH:45]([NH:47][CH3:48])[CH2:46]1.[F:1][C:2]([c:3]1[c:4]([CH2:5][n:6]2[n:7][cH:8][c:9]3[cH:10][c:11]([CH:15]=[C:16]4[C:17](=[O:24])[N:18]=[C:19]([S:21][CH2:22][CH3:23])[S:20]4)[cH:12][cH:13][c:14]23)[cH:25][cH:26][c:27]([C:29]([F:30])([F:31])[F:32])[cH:28]1)([F:33])[F:34]>>[F:1][C:2]([c:3]1[c:4]([CH2:5][n:6]2[n:7][cH:8][c:9]3[cH:10][c:11]([CH:15]=[C:16]4[C:17](=[O:24])[N:18]=[C:19]([N:47]([CH:45]5[CH2:44][CH:43]([CH2:49][OH:50])[N:42]([C:40]([O:39][C:35]([CH3:36])([CH3:37])[CH3:38])=[O:41])[CH2:46]5)[CH3:48])[S:20]4)[cH:12][cH:13][c:14]23)[cH:25][cH:26][c:27]([C:29]([F:30])([F:31])[F:32])[cH:28]1)([F:33])[F:34]. Product: C[C@@]1(NC(NC1=O)=O)C1=CC=C(C=C1)O[C@@H]1OCCCC1 ((R,S)-4-Methyl-4-(4-(tetrahydropyran-2-yloxy)phenyl)-2,5-dioxoimidazolidine). The yield is 65.0%. As a reaction SMILES: [O:1]1[CH2:6][CH2:5][CH2:4][CH2:3][CH:2]1[O:7][C:8]1[CH:13]=[CH:12][C:11](C(=O)C)=[CH:10][CH:9]=1.[C:17](=[O:20])([O-])[O-].[NH4+:21].[NH4+:22].[C-:23]#N.[K+].Cl.[CH2:27]([OH:29])[CH3:28]>>[CH3:23][C@@:28]1([C:11]2[CH:10]=[CH:9][C:8]([O:7][C@H:2]3[CH2:3][CH2:4][CH2:5][CH2:6][O:1]3)=[CH:13][CH:12]=2)[C:27](=[O:29])[NH:22][C:17](=[O:20])[NH:21]1 |f:1.2.3,4.5|. Starting materials: O1C(CCCC1)OC1=CC=C(C=C1)C(C)=O (1-(4-(Tetrahydropyran-2-yloxy)phenyl)ethanone), Cl (HCl), C(C)O (ethanol), C([O-])([O-])=O.[NH4+].[NH4+] (ammonium carbonate), [C-]#N.[K+] (potassium cyanide). Reaction conditions: temperature 55 celsius, time 5 hour. Procedure: 11.01 g (50 mmol) of 10.1 and 42.3 g (440 mmol) of ammonium carbonate were suspended in 200 ml of 50% strength ethanol. 4.23 g (65 mmol) of potassium cyanide were added thereto. The mixture was stirred at 50 to 60° C. for 5 hours. After a short time, a clear solution was formed. The mixture was allowed to stand at room temperature overnight and stirring was then continued at 60° C. for 6 hours. Using 6 N HCl, the pH was adjusted to 6.3 and the mixture was stirred with ice-cooling for 2 h. The pr... Yields the product CCC(=O)Nc1nc2c(Oc3cc(-c4ccc(C(F)(F)F)cc4)ncn3)cccc2s1. The reactants are CCC(=O)Cl, CCN(CC)P1(=NC(C)(C)C)N(C)CCCN1C, C1CCOC1, Nc1nc2c(Oc3cc(-c4ccc(C(F)(F)F)cc4)ncn3)cccc2s1. RXN SMILES: [C:28]([CH2:29][CH3:30])(=[O:31])[Cl:32].[C:33]([N:34]=[P:35]1([N:36]([CH2:37][CH3:38])[CH2:39][CH3:40])[N:41]([CH3:42])[CH2:43][CH2:44][CH2:45][N:46]1[CH3:47])([CH3:48])([CH3:49])[CH3:50].[CH2:51]1[O:52][CH2:53][CH2:54][CH2:55]1.[F:1][C:2]([c:3]1[cH:4][cH:5][c:6](-[c:9]2[cH:10][c:11]([O:15][c:16]3[cH:17][cH:18][cH:19][c:20]4[c:21]3[n:22][c:23]([NH2:25])[s:24]4)[n:12][cH:13][n:14]2)[cH:7][cH:8]1)([F:26])[F:27]>>[F:1][C:2]([c:3]1[cH:4][cH:5][c:6](-[c:9]2[cH:10][c:11]([O:15][c:16]3[cH:17][cH:18][cH:19][c:20]4[c:21]3[n:22][c:23]([NH:25][C:28]([CH2:29][CH3:30])=[O:31])[s:24]4)[n:12][cH:13][n:14]2)[cH:7][cH:8]1)([F:26])[F:27]. Reactants: C(C1=CC=CC=C1)OC(=O)NC1C(N(C2=C(C(=N1)C1=C(C=CC=C1)F)C=CC=C2C)CC(=O)C2=C(C=CC=C2)[N+](=O)[O-])=O ((3RS)-3-benzyloxycarbonylamino-2,3-dihydro-5-(2-fluorophenyl)-9-methyl-1-(2-nitrophenacyl)-1H-1,4-benzodiazepin-2-one), Br (hydrobromic acid), O (Water). Solvent: C(C)(=O)O (acetic acid). Run at time 4.5 hour. The product is Br.NC1C(N(C2=C(C(=N1)C1=C(C=CC=C1)F)C=CC=C2C)CC(=O)C2=C(C=CC=C2)[N+](=O)[O-])=O ((3RS)-3-amino-2,3-dihydro-5-(2-fluorophenyl)-9-methyl-1-(2-nitrophenacyl)-1H-1,4-benzodiazepin-2-one hydrobromide). Isolated yield 81.8%. Reaction SMILES: C(OC([NH:11][CH:12]1[N:18]=[C:17]([C:19]2[CH:24]=[CH:23][CH:22]=[CH:21][C:20]=2[F:25])[C:16]2[CH:26]=[CH:27][CH:28]=[C:29]([CH3:30])[C:15]=2[N:14]([CH2:31][C:32]([C:34]2[CH:39]=[CH:38][CH:37]=[CH:36][C:35]=2[N+:40]([O-:42])=[O:41])=[O:33])[C:13]1=[O:43])=O)C1C=CC=CC=1.[BrH:44].O>C(O)(=O)C>[BrH:44].[NH2:11][CH:12]1[N:18]=[C:17]([C:19]2[CH:24]=[CH:23][CH:22]=[CH:21][C:20]=2[F:25])[C:16]2[CH:26]=[CH:27][CH:28]=[C:29]([CH3:30])[C:15]=2[N:14]([CH2:31][C:32]([C:34]2[CH:39]=[CH:38][CH:37]=[CH:36][C:35]=2[N+:40]([O-:42])=[O:41])=[O:33])[C:13]1=[O:43] |f:4.5|. Procedure: A mixture of (3RS)-3-benzyloxycarbonylamino-2,3-dihydro-5-(2-fluorophenyl)-9-methyl-1-(2-nitrophenacyl)-1H-1,4-benzodiazepin-2-one (300 mg)and 30% hydrobromic acid in acetic acid (3 ml) was stirred at room temperature for 4.5 hours. Water and ice were added to the reaction mixture to afford powder, which was collected by filtration, and washed with water to give (3RS)-3-amino-2,3-dihydro-5-(2-fluorophenyl)-9-methyl-1-(2-nitrophenacyl)-1H-1,4-benzodiazepin-2-one hydrobromide (227 mg, 81.8%). Starting materials: Cc1ccccc1, OCc1ccc(OCC2CC2)c(C(F)(F)F)c1, O, O=S(Cl)Cl. As a reaction SMILES: [CH3:23][c:24]1[cH:25][cH:26][cH:27][cH:28][cH:29]1.[CH:1]1([CH2:4][O:5][c:6]2[c:7]([C:14]([F:15])([F:16])[F:17])[cH:8][c:9]([CH2:12][OH:13])[cH:10][cH:11]2)[CH2:2][CH2:3]1.[OH2:22].[S:18]([Cl:19])([Cl:20])=[O:21]>>[CH:1]1([CH2:4][O:5][c:6]2[c:7]([C:14]([F:15])([F:16])[F:17])[cH:8][c:9]([CH2:12][Cl:20])[cH:10][cH:11]2)[CH2:2][CH2:3]1. Yields the product FC(F)(F)c1cc(CCl)ccc1OCC1CC1. Starting materials: C1COCCO1, CCOCC, O=C(Cl)OCc1ccccc1, Nc1nc(CC(=O)O)cs1, [Na+], [OH-]. Yields the product O=C(O)Cc1csc(NC(=O)OCc2ccccc2)n1. As a reaction SMILES: [CH2:24]1[O:25][CH2:26][CH2:27][O:28][CH2:29]1.[CH3:30][CH2:31][O:32][CH2:33][CH3:34].[Cl:13][C:14](=[O:15])[O:16][CH2:17][c:18]1[cH:19][cH:20][cH:21][cH:22][cH:23]1.[NH2:1][c:2]1[s:3][cH:4][c:5]([CH2:7][C:8](=[O:9])[OH:10])[n:6]1.[Na+:12].[OH-:11]>>[NH:1]([c:2]1[s:3][cH:4][c:5]([CH2:7][C:8](=[O:9])[OH:10])[n:6]1)[C:14](=[O:15])[O:16][CH2:17][c:18]1[cH:19][cH:20][cH:21][cH:22][cH:23]1. The reactants are C1(CCCCC1)CC(=O)O (cyclohexylacetic acid), C(C)(C)(C)N (t-butylamine), N (NH3). Product: C(C)(C)(C)NCCC1CCCCC1 (N-t-Butyl-N-(2-cyclohexylethyl)amine). As a reaction SMILES: [CH:1]1([CH2:7][C:8](O)=O)[CH2:6][CH2:5][CH2:4][CH2:3][CH2:2]1.[C:11]([NH2:15])([CH3:14])([CH3:13])[CH3:12].N>>[C:11]([NH:15][CH2:8][CH2:7][CH:1]1[CH2:6][CH2:5][CH2:4][CH2:3][CH2:2]1)([CH3:14])([CH3:13])[CH3:12]. Procedure: The desired amine was prepared using the method described in Example 1171A starting with cyclohexylacetic acid and t-butylamine. m/e (DCI/NH3) 184 (MH+) Starting materials: COCOc1ccc(Br)cc1, COCOc1cc(C2CCCC2C(=O)N(C)OC)c(OCOC)c(C(C)(C)O[SiH2]C(C)(C)C)c1. The product is COCOc1ccc(C(=O)C2CCCC2c2cc(OCOC)cc(C(C)(C)O[SiH2]C(C)(C)C)c2OCOC)cc1. Reaction SMILES: [Br:35][c:36]1[cH:37][cH:38][c:39]([O:42][CH2:43][O:44][CH3:45])[cH:40][cH:41]1.[CH3:1][O:2][N:3]([C:4](=[O:5])[CH:6]1[CH:7]([c:11]2[c:12]([O:30][CH2:31][O:32][CH3:33])[c:13]([C:21]([O:22][SiH2:23][C:24]([CH3:25])([CH3:26])[CH3:27])([CH3:28])[CH3:29])[cH:14][c:15]([O:17][CH2:18][O:19][CH3:20])[cH:16]2)[CH2:8][CH2:9][CH2:10]1)[CH3:34]>>[C:4](=[O:5])([CH:6]1[CH:7]([c:11]2[c:12]([O:30][CH2:31][O:32][CH3:33])[c:13]([C:21]([O:22][SiH2:23][C:24]([CH3:25])([CH3:26])[CH3:27])([CH3:28])[CH3:29])[cH:14][c:15]([O:17][CH2:18][O:19][CH3:20])[cH:16]2)[CH2:8][CH2:9][CH2:10]1)[c:36]1[cH:37][cH:38][c:39]([O:42][CH2:43][O:44][CH3:45])[cH:40][cH:41]1. Reactants: [OH-].[Na+] (sodium hydroxide), ClC=1C=C(C=C(C1)Cl)S(=O)(=O)N1[C@H](C(=O)OC)CCC1 (N-(3,5-dichlorobenzenesulfonyl)-(L)-proline, methyl ester), CC(=O)O (HOAc). Solvent: C(C)O (ethanol). The product is ClC=1C=C(C=C(C1)Cl)S(=O)(=O)N1[C@H](C(=O)O)CCC1 (N-(3 5-Dichlorobenzenesulfonyl)-(L)-proline). As a reaction SMILES: [Cl:1][C:2]1[CH:3]=[C:4]([S:9]([N:12]2[CH2:20][CH2:19][CH2:18][C@H:13]2[C:14]([O:16]C)=[O:15])(=[O:11])=[O:10])[CH:5]=[C:6]([Cl:8])[CH:7]=1.[OH-].[Na+].CC(O)=O>C(O)C>[Cl:1][C:2]1[CH:3]=[C:4]([S:9]([N:12]2[CH2:20][CH2:19][CH2:18][C@H:13]2[C:14]([OH:16])=[O:15])(=[O:10])=[O:11])[CH:5]=[C:6]([Cl:8])[CH:7]=1 |f:1.2|. Reported procedure: N-(3,5-dichlorobenzenesulfonyl)-(L)-proline, methyl ester from Step A was dissolved in ethanol (50 mL) and treated with 0.2N sodium hydroxide (26.6 mL) for 1.5 h at rt. The mixture was acidified with glacial HOAc, concentrated by rotoevaporation, and the residue dissolved in CH2Cl2, washed with water, saturated brine solution, dried over anhydrous Na2SO4, and evaporated to give the title compound; yield 1.4 g.